This data is from the Open Reaction Database (ORD), a public repository of structured organic reaction records. The task is: describe an organic reaction: reactants, conditions, products, and yield Product: C1(=C(C(=C(C(=C1F)F)F)N)F)N.Cl.Cl (dihydrochloride), FC=1C=C(C=CC1N1CCOCC1)N1C(OC(C1)CN)=O (3-fluoro-4-morpholinylphenyl-5-aminomethyl-1,3-oxazolidin-2-one). Procedure details: To a reaction flask were added 3.0 g of dihydrochloride of 3-(3-fluoro-4-morpholinylphenyl)-5-[(1-phenylethyl)aminomethyl]-1,3-oxazolidin-2-one (4a), 100 ml of methanol and 1.0 g of 10% Pd(OH)2/C. Gas inside the reaction flask was evacuated and argon was then introduced to the reaction flask. The reaction mixture was allowed to react for 48 hours at room temperature with stirring. After the reaction was completed, the reaction mixture was filtered, and subsequently put under reduced pressure for... The reagents and catalysts are [OH-].[OH-].[Pd+2] (Pd(OH)2/C). The reactants are C1(=C(C(=C(C(=C1F)F)F)N)F)N.Cl.Cl (dihydrochloride), FC=1C=C(C=CC1N1CCOCC1)N1C(OC(C1)CNC(C)C1=CC=CC=C1)=O (3-(3-fluoro-4-morpholinylphenyl)-5-[(1-phenylethyl)aminomethyl]-1,3-oxazolidin-2-one). Solvent: CO (methanol). Reaction SMILES: [C:1]1([NH2:12])[C:6]([F:7])=[C:5]([F:8])[C:4]([F:9])=[C:3]([NH2:10])[C:2]=1[F:11].[ClH:13].Cl.[F:15][C:16]1[CH:17]=[C:18]([N:28]2[CH2:32][CH:31]([CH2:33][NH:34]C(C3C=CC=CC=3)C)[O:30][C:29]2=[O:43])[CH:19]=[CH:20][C:21]=1[N:22]1[CH2:27][CH2:26][O:25][CH2:24][CH2:23]1>[OH-].[OH-].[Pd+2].CO>[C:1]1([NH2:12])[C:6]([F:7])=[C:5]([F:8])[C:4]([F:9])=[C:3]([NH2:10])[C:2]=1[F:11].[ClH:13].[ClH:13].[F:15][C:16]1[CH:17]=[C:18]([N:28]2[CH2:32][CH:31]([CH2:33][NH2:34])[O:30][C:29]2=[O:43])[CH:19]=[CH:20][C:21]=1[N:22]1[CH2:23][CH2:24][O:25][CH2:26][CH2:27]1 |f:0.1.2,4.5.6,8.9.10|. The reactants are CCc1c(O)cc(O)cc1CC(=O)OC, O, COc1ccc(C(=O)O)cc1O. The product is CCc1c(O)cc(O)c(C(=O)c2ccc(OC)c(O)c2)c1CC(=O)OC. As a reaction SMILES: [CH2:1]([CH3:2])[c:3]1[c:4]([CH2:11][C:12](=[O:13])[O:14][CH3:15])[cH:5][c:6]([OH:10])[cH:7][c:8]1[OH:9].[OH2:28].[OH:16][c:17]1[cH:18][c:19]([C:20](=[O:21])[OH:22])[cH:23][cH:24][c:25]1[O:26][CH3:27]>>[CH2:1]([CH3:2])[c:3]1[c:4]([CH2:11][C:12](=[O:13])[O:14][CH3:15])[c:5]([C:20]([c:19]2[cH:18][c:17]([OH:16])[c:25]([O:26][CH3:27])[cH:24][cH:23]2)=[O:22])[c:6]([OH:10])[cH:7][c:8]1[OH:9]. Starting materials: CC(=O)Nc1cccc2c1C(=O)OC2=O, CCOc1cc(C(N)CS(C)(=O)=O)ccc1OC, CC(=O)O. The product is CCOc1cc(C(CS(C)(=O)=O)N2C(=O)c3cccc(NC(C)=O)c3C2=O)ccc1OC. Reaction SMILES: [C:19]([CH3:20])(=[O:21])[NH:22][c:23]1[c:24]2[c:25]([cH:31][cH:32][cH:33]1)[C:26](=[O:27])[O:28][C:29]2=[O:30].[CH2:1]([CH3:2])[O:3][c:4]1[cH:5][c:6]([CH:12]([CH2:13][S:14](=[O:15])(=[O:16])[CH3:17])[NH2:18])[cH:7][cH:8][c:9]1[O:10][CH3:11].[CH3:34][C:35](=[O:36])[OH:37]>>[CH2:1]([CH3:2])[O:3][c:4]1[cH:5][c:6]([CH:12]([CH2:13][S:14](=[O:15])(=[O:16])[CH3:17])[N:18]2[C:26](=[O:27])[c:25]3[c:24]([c:23]([NH:22][C:19]([CH3:20])=[O:21])[cH:33][cH:32][cH:31]3)[C:29]2=[O:28])[cH:7][cH:8][c:9]1[O:10][CH3:11]. Reactants: OC=CC(C)=O.[Na] (sodium hydroxymethyleneacetone), C[C@@H]1CC2=C(C=C(C(=C2C(=O)O1)O)C(=O)N[C@@H](CC3=CC=CC=C3)C(=O)O)Cl (Ochratoxin A), COC(=O)C(CC(CC)=O)C(=O)OC (dimethyl-3-oxo-pentane-dicarboxylate). Yields the product dimethyl ester, OC1=C(C=CC(=C1C(=O)O)C)C(=O)O (2-hydroxy-4-methylbenzene-1,3-dioic acid). Reaction SMILES: C[C@H]1[O:12][C:10](=[O:11])[C:9]2[C:4](=[C:5](Cl)[CH:6]=[C:7]([C:14](N[C@H](C(O)=O)CC3C=CC=CC=3)=[O:15])[C:8]=2[OH:13])[CH2:3]1.C[O:30]C(C(C(OC)=O)CC(=O)CC)=O.OC=CC(=O)C.[Na]>>[OH:13][C:8]1[C:9]([C:10]([OH:12])=[O:11])=[C:4]([CH3:3])[CH:5]=[CH:6][C:7]=1[C:14]([OH:15])=[O:30] |f:2.3,^1:48|. Reported procedure: A method of synthesis of Ochratoxin A comprising: reacting dimethyl-3-oxo-pentane-dicarboxylate with sodium hydroxymethyleneacetone to provide the dimethyl ester of 2-hydroxy-4-methylbenzene-1,3-dioic acid; Procedure details: Using a similar procedure to that described in Example 9-C, N-(5-chloropyridin-2-yl)-2-[(pyrrolidin-3-yloxycarbonyl)amino]benzamide trifluoroacetate (100 mg, 0.211 mmol), 2-methylcyclohexanone (0.12 mL, 1.05 mmol), and sodium cyanoborohydride (53 mg, 0.84 mmol) yielded, after treatment with HCl, 82 mg (80%) of the title compound as the hydrochloride salt. The yield is 157.5%. Starting materials: FC(C(=O)O)(F)F.ClC=1C=CC(=NC1)NC(C1=C(C=CC=C1)NC(=O)OC1CNCC1)=O (N-(5-chloropyridin-2-yl)-2-[(pyrrolidin-3-yloxycarbonyl)amino]benzamide trifluoroacetate), Cl (HCl), CC1C(CCCC1)=O (2-methylcyclohexanone), C(#N)[BH3-].[Na+] (sodium cyanoborohydride). Product: Cl.ClC=1C=CC(=NC1)NC(C1=C(C=CC=C1)NC(=O)OC1CN(CC1)C1C(CCCC1)C)=O (N-(5-Chloropyridin-2-yl)-2-[[1-(2-methylcyclohexyl)pyrrolidin-3-yloxycarbonyl]amino]benzamide Hydrochloride). As a reaction SMILES: FC(F)(F)C(O)=O.[Cl:8][C:9]1[CH:10]=[CH:11][C:12]([NH:15][C:16](=[O:32])[C:17]2[CH:22]=[CH:21][CH:20]=[CH:19][C:18]=2[NH:23][C:24]([O:26][CH:27]2[CH2:31][CH2:30][NH:29][CH2:28]2)=[O:25])=[N:13][CH:14]=1.[CH3:33][CH:34]1[CH2:39][CH2:38][CH2:37][CH2:36][C:35]1=O.C([BH3-])#N.[Na+].Cl>>[ClH:8].[Cl:8][C:9]1[CH:10]=[CH:11][C:12]([NH:15][C:16](=[O:32])[C:17]2[CH:22]=[CH:21][CH:20]=[CH:19][C:18]=2[NH:23][C:24]([O:26][CH:27]2[CH2:31][CH2:30][N:29]([CH:35]3[CH2:36][CH2:37][CH2:38][CH2:39][CH:34]3[CH3:33])[CH2:28]2)=[O:25])=[N:13][CH:14]=1 |f:0.1,3.4,6.7|. The reactants are C1(=CC=CC=C1)C#C (phenylacetylene), N(=[N+]=[N-])CCCC1=C(C(NC=C1)=O)OCC1=CC=CC=C1 ((3-Azidopropyl)-3-benzyloxypyridine-2-one), C1(=CC=CC=C1)N1C(C(=C(C=C1)CCC=1N=NNC1)OC)=O (1-Phenyltriazolylethyl-3-methoxypyridine-2-one). Yields the product C1(=CC=CC=C1)N1C(C(=C(C=C1)CCCC=1N=NNC1)OCC1=CC=CC=C1)=O (1-Phenyltriazolylpropyl-3-benzyloxypyridine-2-one). Isolated yield 77.0%. As a reaction SMILES: [C:1]1([C:7]#C)[CH:6]=[CH:5][CH:4]=[CH:3][CH:2]=1.N([CH2:12]CCC1C=CNC(=O)C=1OCC1C=CC=CC=1)=[N+]=[N-].[C:30]1([N:36]2[CH:41]=[CH:40][C:39]([CH2:42][CH2:43][C:44]3[N:45]=[N:46][NH:47][CH:48]=3)=[C:38]([O:49]C)[C:37]2=[O:51])[CH:35]=[CH:34][CH:33]=[CH:32][CH:31]=1>>[C:30]1([N:36]2[CH:41]=[CH:40][C:39]([CH2:42][CH2:43][CH2:44][C:48]3[N:47]=[N:46][NH:45][CH:12]=3)=[C:38]([O:49][CH2:7][C:1]3[CH:2]=[CH:3][CH:4]=[CH:5][CH:6]=3)[C:37]2=[O:51])[CH:35]=[CH:34][CH:33]=[CH:32][CH:31]=1. Reported procedure: Reaction of phenylacetylene (0.127 g, 1.25 mmol) and 157b (0.295 g, 1.04 mmol) within 4 h as described for synthesis of 158a gave compound 158b (0.31 g, 77%) as a white solid. 1H NMR (400 MHz, CDCl3) δ 8.00 (s, 1H), 7.77 (d, J=7.3 Hz, 2H), 7.27 (m, 8H), 6.88 (d, J=5.7 Hz, 1H), 6.57 (d, J=6.4 Hz, 1H), 5.95 (t, J=7.1 Hz, 1H), 4.99 (s, 2H), 4.34 (t, J=6.4 Hz, 2H), 3.94 (t, J=6.4 Hz, 2H), 2.32 (m, 2H). 13C NMR (100 MHz, CDCl3) δ 157.92, 148.47, 147.30, 135.73, 130.26, 128.81, 128.49, 128.22, 127.76,... Reactants: NC=1C=C(C=NC1)C(=O)C1=CN(C=2N=CN=CC21)C(C)C ((5-Amino-pyridin-3-yl)-(7-isopropyl-7H-pyrrolo[2,3-d]pyrimidin-5-yl)-methanone), ClC(=O)OC1=CC=CC=C1 (Phenyl chloroformate), C1(CC1)C1=NN(C(=C1)N)C=1C=NN(C1)C (3-Cyclopropyl-1′-methyl-1′H-[1,4′]bipyrazolyl-5-ylamine), N1=CC=CC=C1 (pyridine). Run in CN(C)C=O (DMF), C1CCOC1 (THF), C(C)(=O)OCC (ethyl acetate). Run at time 4 hour. The product is C1(CC1)C1=NN(C(=C1)NC(=O)NC=1C=NC=C(C1)C(=O)C1=CN(C=2N=CN=CC21)C(C)C)C=2C=NN(C2)C (1-(3-Cyclopropyl-1′-methyl-1′H-[1,4′]bipyrazolyl-5-yl)-3-[5-(7-isopropyl-7H-pyrrolo[2,3-d]pyrimidine-5-carbonyl)-pyridin-3-yl]-urea). The yield is 15.0%. Reaction SMILES: Cl[C:2](OC1C=CC=CC=1)=[O:3].[CH:11]1([C:14]2[CH:18]=[C:17]([NH2:19])[N:16]([C:20]3[CH:21]=[N:22][N:23]([CH3:25])[CH:24]=3)[N:15]=2)[CH2:13][CH2:12]1.N1C=CC=CC=1.[NH2:32][C:33]1[CH:34]=[C:35]([C:39]([C:41]2[C:49]3[CH:48]=[N:47][CH:46]=[N:45][C:44]=3[N:43]([CH:50]([CH3:52])[CH3:51])[CH:42]=2)=[O:40])[CH:36]=[N:37][CH:38]=1>C1COCC1.CN(C=O)C.C(OCC)(=O)C>[CH:11]1([C:14]2[CH:18]=[C:17]([NH:19][C:2]([NH:32][C:33]3[CH:38]=[N:37][CH:36]=[C:35]([C:39]([C:41]4[C:49]5[CH:48]=[N:47][CH:46]=[N:45][C:44]=5[N:43]([CH:50]([CH3:52])[CH3:51])[CH:42]=4)=[O:40])[CH:34]=3)=[O:3])[N:16]([C:20]3[CH:21]=[N:22][N:23]([CH3:25])[CH:24]=3)[N:15]=2)[CH2:13][CH2:12]1. Reported procedure: Phenyl chloroformate (0.03 mL, 0.24 mmol) was added slowly to a solution of 3-Cyclopropyl-1′-methyl-1′H-[1,4′]bipyrazolyl-5-ylamine (Preparation 297, 40 mg, 0.19 mmol) and pyridine (0.03 mL) in THF (2 mL) at 00° C. and the mixture was stirred at room temperature for 4 hours. A solution of (5-Amino-pyridin-3-yl)-(7-isopropyl-7H-pyrrolo[2,3-d]pyrimidin-5-yl)-methanone (Preparation 95) (55.4 mg, 0.19 mmol) in DMF (1 mL) and was then added and the reaction mixture heated at 100° C. for 16 hours. The... The reactants are C(C)NCC (Diethylamine), BrC\C=C\CBr ((E)-1,4-dibromobut-2-ene). The solvent is C1=CC=CC=C1 (benzene), C(Cl)(Cl)Cl (chloroform). Yields the product C(C)N(C\C=C\CN(CC)CC)CC ((E)-N,N,N',N'-tetra-ethyl-1,4-diaminobut-2-ene). The yield is 82.7%. Reaction SMILES: [CH2:1]([NH:3][CH2:4][CH3:5])[CH3:2].Br[CH2:7]/[CH:8]=[CH:9]/[CH2:10]Br>C1C=CC=CC=1.C(Cl)(Cl)Cl>[CH2:1]([N:3]([CH2:4][CH3:5])[CH2:7]/[CH:8]=[CH:9]/[CH2:10][N:3]([CH2:4][CH3:5])[CH2:1][CH3:2])[CH3:2]. Procedure: The synthesis of the free base was carried out by the general procedure of J. J. Roberts and W. C. J. Ross (J. Chem. Soc., 1952, 4288). Diethylamine (3.285 g, 0.045 mol) was added during 15 min to a cooled solution (0° C.) of (E)-1,4-dibromobut-2-ene (1.07 g, 0.005 mol) (1) in benzene (5 ml). The product was diluted with chloroform (25 ml) and the organic layer was washed with water (4×25 ml). The chloroform layer was dried, filtered, and concentrated in vacuo to give (E)-N,N,N',N'-tetra-ethyl-1...